From a dataset of the Open Reaction Database (ORD), a public repository of structured organic reaction records. describe an organic reaction: reactants, conditions, products, and yield Starting materials: Cl.ClC1=CC=NC2=CC(=C(C=C12)OC)OCCOC (4-chloro-6-methoxy-7-(2-methoxyethoxy)quinoline hydrochloride), ClC1=CC(=C(N)C=C1O)F (4-chloro-2-fluoro-5-hydroxyaniline). Yields the product Cl.ClC1=CC(=C(NC2=CC=NC3=CC(=C(C=C23)OC)OCCOC)C=C1O)F (4-(4-chloro-2-fluoro-5-hydroxyanilino)-6-methoxy-7-(2-methoxyethoxy)quinoline hydrochloride). Yield: 67.5%. RXN SMILES: Cl.[Cl:2][C:3]1[C:12]2[C:7](=[CH:8][C:9]([O:15][CH2:16][CH2:17][O:18][CH3:19])=[C:10]([O:13][CH3:14])[CH:11]=2)[N:6]=[CH:5][CH:4]=1.[Cl:20][C:21]1[C:27]([OH:28])=[CH:26][C:24]([NH2:25])=[C:23]([F:29])[CH:22]=1>>[ClH:2].[Cl:20][C:21]1[C:27]([OH:28])=[CH:26][C:24]([NH:25][C:3]2[C:12]3[C:7](=[CH:8][C:9]([O:15][CH2:16][CH2:17][O:18][CH3:19])=[C:10]([O:13][CH3:14])[CH:11]=3)[N:6]=[CH:5][CH:4]=2)=[C:23]([F:29])[CH:22]=1 |f:0.1,3.4|. Reported procedure: Using an analogous procedure to that described in Example 25, 4-chloro-6-methoxy-7-(2-methoxyethoxy)quinoline hydrochloride (500 mg, 1.64 mmol), (prepared as described for the starting material in Example 5), was reacted with 4-chloro-2-fluoro-5-hydroxyaniline (270 mg, 1.64 mmol), (as described in EP 61741 A2), for 5 hours to give 4-(4-chloro-2-fluoro-5-hydroxyanilino)-6-methoxy-7-(2-methoxyethoxy)quinoline hydrochloride (475 mg, 67%). Starting materials: C[Si](CCOCCl)(C)C (2-(trimethylsilyl)ethoxymethyl chloride), FC(C1=CC(NC(N1)=O)=O)(F)F (6-trifluoromethylpyrimidine-2,4-dione), N1C(NC(C=C1)=O)=O (pyrimidine-2,4-dione). Yields the product C(C1=CC=CC=C1)OCCl (benzyloxymethyl chloride), title compound. The yield is 48.0%. Reaction SMILES: F[C:2](F)(F)[C:3]1NC(=O)N[C:5](=[O:10])[CH:4]=1.N1[CH:18]=[CH:17][C:16](=O)NC1=O.C[Si](C)(C)CCO[CH2:26][Cl:27]>>[CH2:5]([O:10][CH2:26][Cl:27])[C:4]1[CH:3]=[CH:2][CH:18]=[CH:17][CH:16]=1. Procedure details: In a similar manner to the procedures described in Reference Example 3, reactions were carried out using 6-trifluoromethylpyrimidine-2,4-dione, instead of pyrimidine-2,4-dione, and using 2-(trimethylsilyl)ethoxymethyl chloride, instead of benzyloxymethyl chloride, to give the title compound (yield 48%) as a colorless oil. 1H-Nuclear magnetic resonance spectrum (270 MHz, CDCl3) δ ppm: 8.84 (1H, br.s), 6.24 (1H, d, J=2 Hz), 5.32 (2H, s), 3.73-3.68 (2H, m), 0.97-0.90 (2H, m), 0.01 (9H, s). Run in CN(C)C=O (DMF). Yield: 26.2%. Reactants: CN(CCCN=C=NCC)C (1-(3-dimethylaminopropyl)-3-ethylcarbodiimide), N,N-dimethylaminopyridine, Cl.NCC1(CCCCCC1)O (1-aminomethyl-cycloheptanol hydrochloride), ClC1=C(C(=O)O)C=C(C=C1)C1=NNC(=C1)C (2-chloro-5-(5-methyl-1H-pyrazol-3-yl)-benzoic acid), ON1N=NC2=C1C=CC=C2 (1-hydroxybenzotriazole), polystyrene, polystyrene. Yields the product ClC1=C(C(=O)N)C=C(C=C1CC1(CCCCCC1)O)C1=NNC(=C1)C (2-Chloro-(1-hydroxy-cycloheptylmethyl)-5-(5-methyl-1H-pyrazol-3-yl)-benzamide). Run at time 15 minute. Procedure: To a solution of 2-chloro-5-(5-methyl-1H-pyrazol-3-yl)-benzoic acid (100 mg, 0.422 mmol) in DMF (10 mL) was added 1-hydroxybenzotriazole (85 mg, 0.63 mmol), polystyrene supported 1-(3-dimethylaminopropyl)-3-ethylcarbodiimide (1.24 g, 1.27 mmol) and 1-aminomethyl-cycloheptanol hydrochloride (113.4 mg, 0.633 mmol). The mixture was stirred at room temperature for 15 minutes, then polystyrene supported N,N-dimethylaminopyridine (0.64 g, 0.93 mmol) was added and the mixture was stirred at room temper... As a reaction SMILES: [Cl:1][C:2]1[CH:10]=[CH:9][C:8]([C:11]2[CH:15]=[C:14]([CH3:16])[NH:13][N:12]=2)=[CH:7][C:3]=1[C:4]([OH:6])=O.O[N:18]1C2C=CC=CC=2N=N1.CN(C)CCCN=C=NCC.Cl.N[CH2:40][C:41]1([OH:48])[CH2:47][CH2:46][CH2:45][CH2:44][CH2:43][CH2:42]1>CN(C=O)C>[Cl:1][C:2]1[C:10]([CH2:40][C:41]2([OH:48])[CH2:47][CH2:46][CH2:45][CH2:44][CH2:43][CH2:42]2)=[CH:9][C:8]([C:11]2[CH:15]=[C:14]([CH3:16])[NH:13][N:12]=2)=[CH:7][C:3]=1[C:4]([NH2:18])=[O:6] |f:3.4|. The reactants are O (water), CN1C(=CC2=CC=CC=C12)C(=O)OC (methyl 1-methylindole-2-carboxylate), [BH4-].[Li+] (lithium borohydride). Solvent: O1CCCC1 (tetrahydrofuran), O1CCCC1 (tetrahydrofuran). The product is CN1C(=CC2=CC=CC=C12)CO (1-Methylindol-2-ylmethanol). Yield: 99.9%. RXN SMILES: [CH3:1][N:2]1[C:10]2[C:5](=[CH:6][CH:7]=[CH:8][CH:9]=2)[CH:4]=[C:3]1[C:11](OC)=[O:12].[BH4-].[Li+].O>O1CCCC1>[CH3:1][N:2]1[C:10]2[C:5](=[CH:6][CH:7]=[CH:8][CH:9]=2)[CH:4]=[C:3]1[CH2:11][OH:12] |f:1.2|. Reported procedure: A solution of 5.05 g of methyl 1-methylindole-2-carboxylate (prepared as described in Preparation 22) in 20 ml of anhydrous tetrahydrofuran was added dropwise to a mixture of 1.85 g of lithium borohydride and 80 ml of anhydrous tetrahydrofuran, and the resulting mixture was heated under reflux for 4 hours. At the end of this time, the reaction mixture was poured into water, after which it was extracted with ethyl acetate. The extract was washed with an aqueous solution of sodium chloride and dri... RXN SMILES: C([O:4][CH2:5][CH2:6][N:7]1[C:12](=[O:13])[C:11]([C:14]2[N:18]([C:19]3[CH:24]=[CH:23][C:22]([C:25]#[N:26])=[CH:21][CH:20]=3)[N:17]=[CH:16][C:15]=2Br)=[C:10]([CH3:28])[N:9]([C:29]2[CH:34]=[CH:33][CH:32]=[C:31]([C:35]([F:38])([F:37])[F:36])[CH:30]=2)[C:8]1=[O:39])(=O)C.[C:40](B1OC(C)(C)C(C)(C)O1)([CH3:42])=[CH2:41].C(=O)([O-])[O-].[Na+].[Na+].O>C(COC)OC.C1C=CC([P]([Pd]([P](C2C=CC=CC=2)(C2C=CC=CC=2)C2C=CC=CC=2)([P](C2C=CC=CC=2)(C2C=CC=CC=2)C2C=CC=CC=2)[P](C2C=CC=CC=2)(C2C=CC=CC=2)C2C=CC=CC=2)(C2C=CC=CC=2)C2C=CC=CC=2)=CC=1.C(OCC)(=O)C>[OH:4][CH2:5][CH2:6][N:7]1[C:12](=[O:13])[C:11]([C:14]2[N:18]([C:19]3[CH:24]=[CH:23][C:22]([C:25]#[N:26])=[CH:21][CH:20]=3)[N:17]=[CH:16][C:15]=2[CH:40]([CH3:42])[CH3:41])=[C:10]([CH3:28])[N:9]([C:29]2[CH:34]=[CH:33][CH:32]=[C:31]([C:35]([F:37])([F:38])[F:36])[CH:30]=2)[C:8]1=[O:39] |f:2.3.4,^1:68,70,89,108|. The reactants are C(C)(=O)OCCN1C(N(C(=C(C1=O)C1=C(C=NN1C1=CC=C(C=C1)C#N)Br)C)C1=CC(=CC=C1)C(F)(F)F)=O (2-(5-(4-bromo-1-(4-cyanophenyl)-1H-pyrazol-5-yl)-4-methyl-2,6-dioxo-3-(3-(trifluoromethyl)phenyl)-2,3-dihydropyrimidin-1(6H)-yl)ethyl acetate), C(=C)(C)B1OC(C)(C)C(C)(C)O1 (isopropenyl boronic acid pinacol ester), C([O-])([O-])=O.[Na+].[Na+] (sodium carbonate), O (water). Reaction conditions: temperature 100 celsius, time 7 hour. Procedure details: To a solution of 2-(5-(4-bromo-1-(4-cyanophenyl)-1H-pyrazol-5-yl)-4-methyl-2,6-dioxo-3-(3-(trifluoromethyl)phenyl)-2,3-dihydropyrimidin-1(6H)-yl)ethyl acetate (prepared in Example 98) (220.3 mg) in dimethoxyethane (4.0 ml) were added isopropenyl boronic acid pinacol ester (69.0 μl), tetrakis(triphenylphosphine)palladium (85.2 mg), sodium carbonate (194.3 mg) and water (0.4 ml) and the resulting mixture was stirred at 100° C. for seven hours. To the reaction mixture was added ethyl acetate (100 m... Solvent: C(C)(=O)OCC (ethyl acetate), C(OC)COC (dimethoxyethane). The reagents and catalysts are C=1C=CC(=CC1)[P](C=2C=CC=CC2)(C=3C=CC=CC3)[Pd]([P](C=4C=CC=CC4)(C=5C=CC=CC5)C=6C=CC=CC6)([P](C=7C=CC=CC7)(C=8C=CC=CC8)C=9C=CC=CC9)[P](C=1C=CC=CC1)(C=1C=CC=CC1)C=1C=CC=CC1 (tetrakis(triphenylphosphine)palladium). Yields the product OCCN1C(N(C(=C(C1=O)C1=C(C=NN1C1=CC=C(C#N)C=C1)C(C)C)C)C1=CC(=CC=C1)C(F)(F)F)=O (4-(5-(3-(2-hydroxyethyl)-6-methyl-2,4-dioxo-1-(3-(trifluoromethyl)phenyl)-1,2,3,4-tetrahydropyrimidin-5-yl)-4-isopropyl-1H-pyrazol-1-yl)benzonitrile). The reactants are BrC1=C(C=2CCCC(C2C=C1)=O)OCC(=O)OCC (ethyl [(2-bromo-5,6,7,8-tetrahydro-5-oxo-1-naphthalenyl)oxy]acetate), C1(=CC=CC=C1)C(C(=S)N)C1=CC=CC=C1 (diphenylthioacetamide). Yields the product C1(=CC=CC=C1)C(C=1SC2=C(N1)C1=CC=CC(=C1CC2)OCC(=O)O)C2=CC=CC=C2 ([(2-Diphenylmethyl-4,5-dihydronaphtho[1,2-d]thiazol-6-yl)oxy]acetic acid). The yield is 31.0%. RXN SMILES: Br[C:2]1[CH:11]=[CH:10][C:9]2[C:8](=O)[CH2:7][CH2:6][CH2:5][C:4]=2[C:3]=1[O:13][CH2:14][C:15]([O:17]CC)=[O:16].[C:20]1([CH:26]([C:30]2[CH:35]=[CH:34][CH:33]=[CH:32][CH:31]=2)[C:27]([NH2:29])=[S:28])[CH:25]=[CH:24][CH:23]=[CH:22][CH:21]=1>>[C:20]1([CH:26]([C:30]2[CH:35]=[CH:34][CH:33]=[CH:32][CH:31]=2)[C:27]2[S:28][C:7]3[CH2:6][CH2:5][C:4]4[C:9](=[CH:10][CH:11]=[CH:2][C:3]=4[O:13][CH2:14][C:15]([OH:17])=[O:16])[C:8]=3[N:29]=2)[CH:21]=[CH:22][CH:23]=[CH:24][CH:25]=1. Procedure details: Using ethyl [(2-bromo-5,6,7,8-tetrahydro-5-oxo-1-naphthalenyl)oxy]acetate and diphenylthioacetamide, the procedure of Example 52 was otherwise repeated to synthesize the title compound. Yield 31%. The solvent is C(C)O (ethanol). As a reaction SMILES: [Cl:1][C:2]1[CH:3]=[C:4]([C@@:9]2([CH2:23][OH:24])[O:15][CH2:14][CH2:13][N:12](C(OC(C)(C)C)=O)[CH2:11][CH2:10]2)[CH:5]=[CH:6][C:7]=1[Cl:8].Cl.C(OCC)(=O)C>C(O)C>[ClH:1].[Cl:1][C:2]1[CH:3]=[C:4]([C@@:9]2([CH2:23][OH:24])[O:15][CH2:14][CH2:13][NH:12][CH2:11][CH2:10]2)[CH:5]=[CH:6][C:7]=1[Cl:8] |f:1.2,4.5|. Yield: 157.0%. Procedure details: To a solution of tert-butyl (7S)-7-(3,4-dichlorophenyl)-7-(hydroxymethyl)-1,4-oxazepane-4-carboxylate (206.2 mg) in ethanol (2 mL) was added 4 N hydrogen chloride/ethyl acetate solution (2 ml), and the mixture was stirred overnight. The solvent was evaporated under reduced pressure, and the obtained crystals were recrystallized from ethanol and ethyl acetate to give the title compound (134.5 mg). Conditions: time 8 hour. The reactants are ClC=1C=C(C=CC1Cl)[C@@]1(CCN(CCO1)C(=O)OC(C)(C)C)CO (tert-butyl (7S)-7-(3,4-dichlorophenyl)-7-(hydroxymethyl)-1,4-oxazepane-4-carboxylate), Cl.C(C)(=O)OCC (hydrogen chloride ethyl acetate). Product: Cl.ClC=1C=C(C=CC1Cl)[C@@]1(CCNCCO1)CO ([(7S)-7-(3,4-dichlorophenyl)-1,4-oxazepan-7-yl]methanol monohydrochloride).